From a dataset of the Open Reaction Database (ORD), a public repository of structured organic reaction records. describe an organic reaction: reactants, conditions, products, and yield Solvent: C1CCOC1 (THF). Run at time 4 hour. Yields the product SC=1OC2=C(N1)C=C(C=C2)S(=O)(=O)N (2-Mercapto-benzooxazole-5-sulfonic acid amide). RXN SMILES: [NH2:1][C:2]1[CH:3]=[C:4]([S:9]([NH2:12])(=[O:11])=[O:10])[CH:5]=[CH:6][C:7]=1[OH:8].[C:13](Cl)(Cl)=[S:14]>C1COCC1>[SH:14][C:13]1[O:8][C:7]2[CH:6]=[CH:5][C:4]([S:9]([NH2:12])(=[O:10])=[O:11])=[CH:3][C:2]=2[N:1]=1. Procedure details: To a solution of 3-amino-4-hydroxy-benzenesulfonamide (5.00 g, 26.6 mmol, 1.0 equiv) in anhydrous THF (250 mL) was added slowly thiophosgene (3.67 g, 2.43 mL, 31.9 mmol, 1.2 equiv) via syringe pump over a time period of 1 h. After stirring for 4 h at rt, excess thiophosgene was quenched by addition of a conc. solution of ammonium chloride (100 mL) and the majority of solvent removed by evaporation under reduced pressure. The residue was extracted with ethyl acetate (3×100 mL) and the combined or... Starting materials: NC=1C=C(C=CC1O)S(=O)(=O)N (3-amino-4-hydroxy-benzenesulfonamide), C(=S)(Cl)Cl (thiophosgene).